From a dataset of the Open Reaction Database (ORD), a public repository of structured organic reaction records. describe an organic reaction: reactants, conditions, products, and yield The reactants are COc1ccc(CSC2CC(C(=O)O)N(C)C2)cc1, CC#N, CCOC(C)=O, CCN(C(C)C)C(C)C, O=C(O)C(F)(F)F, O=C(O)C(F)(F)F, N=C(NC(=O)OCc1ccc([N+](=O)[O-])cc1)N1CCNCC1. Yields the product COc1ccc(CSC2CC(C(=O)N3CCN(C(=N)NC(=O)OCc4ccc([N+](=O)[O-])cc4)CC3)N(C)C2)cc1. RXN SMILES: [CH3:1][O:2][c:3]1[cH:4][cH:5][c:6]([CH2:7][S:8][CH:9]2[CH2:10][CH:11]([C:15](=[O:16])[OH:17])[N:12]([CH3:14])[CH2:13]2)[cH:18][cH:19]1.[CH3:65][C:66]#[N:67].[CH3:68][CH2:69][O:70][C:71](=[O:72])[CH3:73].[CH:56]([N:57]([CH:58]([CH3:59])[CH3:60])[CH2:61][CH3:62])([CH3:63])[CH3:64].[F:20][C:21]([F:22])([F:23])[C:24]([OH:25])=[O:26].[F:27][C:28]([F:29])([F:30])[C:31]([OH:32])=[O:33].[N+:34](=[O:35])([O-:36])[c:37]1[cH:38][cH:39][c:40]([CH2:41][O:42][C:43](=[O:44])[NH:45][C:46](=[NH:47])[N:48]2[CH2:49][CH2:50][NH:51][CH2:52][CH2:53]2)[cH:54][cH:55]1>>[CH3:1][O:2][c:3]1[cH:4][cH:5][c:6]([CH2:7][S:8][CH:9]2[CH2:10][CH:11]([C:15](=[O:17])[N:51]3[CH2:50][CH2:49][N:48]([C:46]([NH:45][C:43]([O:42][CH2:41][c:40]4[cH:39][cH:38][c:37]([N+:34](=[O:35])[O-:36])[cH:55][cH:54]4)=[O:44])=[NH:47])[CH2:53][CH2:52]3)[N:12]([CH3:14])[CH2:13]2)[cH:18][cH:19]1. The reactants are CC1C[C@H](NC(C(F)(F)F)=O)C(=O)OC1=O (4-methyl-N-trifluoroacetylglutamic anhydride), O1CCC2=C1C=CC=C2 (2,3-dihydrobenzofuran), CC(C[C@H](N)C(=O)O)C(=O)O (4-methylglutamic acid). Yields the product NC1CC(CC=2C(C1)=CC=1OCCC1C2)C (8-Amino-6-methyl-2,3,6,7,8,9-hexahydro-5H-benzocyclohepta[2,3-b]furan). As a reaction SMILES: [CH3:1][CH:2]1[C:15](=O)O[C:12](=O)[C@@H:4]([NH:5]C(=O)C(F)(F)F)[CH2:3]1.[O:17]1[C:21]2[CH:22]=[CH:23][CH:24]=[CH:25][C:20]=2[CH2:19][CH2:18]1.CC(C(O)=O)C[C@@H](C(O)=O)N>>[NH2:5][CH:4]1[CH2:12][C:23]2=[CH:22][C:21]3[O:17][CH2:18][CH2:19][C:20]=3[CH:25]=[C:24]2[CH2:15][CH:2]([CH3:1])[CH2:3]1. Procedure: This compound may be prepared by condensing 4-methyl-N-trifluoroacetylglutamic anhydride with 2,3-dihydrobenzofuran according to the process described in Example 2. The synthesis of 4-methylglutamic acid is known (J. Pharm. Scien., (1975), 64, No. 11, p. 1855-1858). Reactants: CS(=O)(=O)OS(C)(=O)=O, CNC, CCOC(C)=O, C1CCOC1, O=C1NC(=O)C(c2cn3c4c(cccc24)CC(CO)C3)=C1c1c[nH]c2ccccc12, c1ccncc1. Yields the product CN(C)CC1Cc2cccc3c(C4=C(c5c[nH]c6ccccc56)C(=O)NC4=O)cn(c23)C1. Reaction SMILES: [CH3:31][S:32]([O:33][S:34]([CH3:35])(=[O:36])=[O:37])(=[O:38])=[O:39].[CH3:46][NH:47][CH3:48].[CH3:54][CH2:55][O:56][C:57](=[O:58])[CH3:59].[O:49]1[CH2:50][CH2:51][CH2:52][CH2:53]1.[OH:1][CH2:2][CH:3]1[CH2:4][n:5]2[c:6]3[c:7]([cH:8][cH:9][cH:10][c:11]3[CH2:12]1)[c:13]([C:15]1=[C:19]([c:20]3[cH:21][nH:22][c:23]4[cH:24][cH:25][cH:26][cH:27][c:28]34)[C:18](=[O:29])[NH:17][C:16]1=[O:30])[cH:14]2.[cH:40]1[cH:41][cH:42][n:43][cH:44][cH:45]1>>[CH2:2]([CH:3]1[CH2:4][n:5]2[c:6]3[c:7]([cH:8][cH:9][cH:10][c:11]3[CH2:12]1)[c:13]([C:15]1=[C:19]([c:20]3[cH:21][nH:22][c:23]4[cH:24][cH:25][cH:26][cH:27][c:28]34)[C:18](=[O:29])[NH:17][C:16]1=[O:30])[cH:14]2)[N:47]([CH3:46])[CH3:48]. Reactants: CCN(C(C)C)C(C)C, CC(C)Oc1ccc(N)cc1, O=[N+]([O-])c1ccc(Oc2c(Cl)cc(S(=O)(=O)Cl)cc2Cl)c(Cl)c1, ClCCl. Yields the product CC(C)Oc1ccc(NS(=O)(=O)c2cc(Cl)c(Oc3ccc([N+](=O)[O-])cc3Cl)c(Cl)c2)cc1. Reaction SMILES: [CH:24]([N:25]([CH2:26][CH3:27])[CH:28]([CH3:29])[CH3:30])([CH3:31])[CH3:32].[CH:33]([CH3:34])([CH3:35])[O:36][c:37]1[cH:38][cH:39][c:40]([NH2:41])[cH:42][cH:43]1.[Cl:1][c:2]1[cH:3][c:4]([S:20](=[O:21])(=[O:22])[Cl:23])[cH:5][c:6]([Cl:19])[c:7]1[O:8][c:9]1[c:10]([Cl:18])[cH:11][c:12]([N+:15](=[O:16])[O-:17])[cH:13][cH:14]1.[Cl:44][CH2:45][Cl:46]>>[Cl:1][c:2]1[cH:3][c:4]([S:20](=[O:21])(=[O:22])[NH:41][c:40]2[cH:39][cH:38][c:37]([O:36][CH:33]([CH3:34])[CH3:35])[cH:43][cH:42]2)[cH:5][c:6]([Cl:19])[c:7]1[O:8][c:9]1[c:10]([Cl:18])[cH:11][c:12]([N+:15](=[O:16])[O-:17])[cH:13][cH:14]1. The reactants are COC(=O)c1cccc(C=O)c1, Cc1ccccc1, [Na+], O=C([O-])O, OCCO, O=S(=O)(O)O. Yields the product COC(=O)c1cccc(C2OCCO2)c1. RXN SMILES: [CH3:1][O:2][C:3]([c:4]1[cH:5][c:6]([CH:10]=[O:11])[cH:7][cH:8][cH:9]1)=[O:12].[CH3:27][c:28]1[cH:29][cH:30][cH:31][cH:32][cH:33]1.[Na+:26].[O-:22][C:23]([OH:24])=[O:25].[OH:13][CH2:14][CH2:15][OH:16].[S:17](=[O:18])(=[O:19])([OH:20])[OH:21]>>[CH3:1][O:2][C:3]([c:4]1[cH:5][c:6]([CH:10]2[O:11][CH2:15][CH2:14][O:13]2)[cH:7][cH:8][cH:9]1)=[O:12]. Starting materials: ClCc1nc2cccnc2s1, Oc1ccc(N2CCNCC2)cc1. Product: Oc1ccc(N2CCN(Cc3nc4cccnc4s3)CC2)cc1. RXN SMILES: [Cl:1][CH2:2][c:3]1[s:4][c:5]2[n:6][cH:7][cH:8][cH:9][c:10]2[n:11]1.[N:12]1([c:18]2[cH:19][cH:20][c:21]([OH:24])[cH:22][cH:23]2)[CH2:13][CH2:14][NH:15][CH2:16][CH2:17]1>>[CH2:2]([c:3]1[s:4][c:5]2[n:6][cH:7][cH:8][cH:9][c:10]2[n:11]1)[N:15]1[CH2:14][CH2:13][N:12]([c:18]2[cH:19][cH:20][c:21]([OH:24])[cH:22][cH:23]2)[CH2:17][CH2:16]1.